From a dataset of the Open Reaction Database (ORD), a public repository of structured organic reaction records. describe an organic reaction: reactants, conditions, products, and yield The reactants are CNCCO, CC1(C)CN(CC(=O)O)C(C(=O)Nc2cc(Cl)cc3c2[nH]c2cnccc23)CO1. Product: CN(CCO)C(=O)CN1CC(C)(C)OCC1C(=O)Nc1cc(Cl)cc2c1[nH]c1cnccc12. RXN SMILES: [CH3:30][NH:31][CH2:32][CH2:33][OH:34].[Cl:1][c:2]1[cH:3][c:4]2[c:5]3[cH:6][cH:7][n:8][cH:9][c:10]3[nH:11][c:12]2[c:13]([NH:15][C:16](=[O:17])[CH:18]2[N:19]([CH2:26][C:27](=[O:28])[OH:29])[CH2:20][C:21]([CH3:24])([CH3:25])[O:22][CH2:23]2)[cH:14]1>>[Cl:1][c:2]1[cH:3][c:4]2[c:5]3[cH:6][cH:7][n:8][cH:9][c:10]3[nH:11][c:12]2[c:13]([NH:15][C:16](=[O:17])[CH:18]2[N:19]([CH2:26][C:27](=[O:28])[N:31]([CH3:30])[CH2:32][CH2:33][OH:34])[CH2:20][C:21]([CH3:24])([CH3:25])[O:22][CH2:23]2)[cH:14]1. Reactants: COC(=O)C(Cc1cc(F)c2c(c1)OCO2)C(=O)OC(C)(C)C, C1CCOC1, [Li+], [OH-]. The product is CC(C)(C)OC(=O)C(Cc1cc(F)c2c(c1)OCO2)C(=O)O. As a reaction SMILES: [C:1]([CH3:2])([CH3:3])([CH3:4])[O:5][C:6](=[O:7])[CH:8]([C:9](=[O:10])[O:11][CH3:12])[CH2:13][c:14]1[cH:15][c:16]2[c:17]([c:21]([F:23])[cH:22]1)[O:18][CH2:19][O:20]2.[CH2:26]1[O:27][CH2:28][CH2:29][CH2:30]1.[Li+:25].[OH-:24]>>[C:1]([CH3:2])([CH3:3])([CH3:4])[O:5][C:6](=[O:7])[CH:8]([C:9](=[O:10])[OH:11])[CH2:13][c:14]1[cH:15][c:16]2[c:17]([c:21]([F:23])[cH:22]1)[O:18][CH2:19][O:20]2. Procedure details: To a solution of 3-fluoro-4-(trifluoromethoxy)benzoic acid (1.00 g, 4.46 mmol) in ethanol (10 ml) was added thionyl chloride (1.33 g, 11.2 mmol) at 0° C. The reaction solution was slowly warmed to room temperature, and stirred at the same temperature overnight. The reaction solution was poured into saturated aqueous sodium bicarbonate solution, and extracted with ethyl acetate twice. The organic layer was combined, washed with saturated brine, dried over anhydrous sodium sulfate, and then concen... Yields the product FC=1C=C(C(=O)OCC)C=CC1OC(F)(F)F (ethyl 3-fluoro-4-(trifluoromethoxy)benzoate). Reaction conditions: time 8 hour. The yield is 64.0%. As a reaction SMILES: [F:1][C:2]1[CH:3]=[C:4]([CH:8]=[CH:9][C:10]=1[O:11][C:12]([F:15])([F:14])[F:13])[C:5]([OH:7])=[O:6].S(Cl)(Cl)=O.C(=O)(O)[O-].[Na+].[CH2:25](O)[CH3:26]>>[F:1][C:2]1[CH:3]=[C:4]([CH:8]=[CH:9][C:10]=1[O:11][C:12]([F:13])([F:14])[F:15])[C:5]([O:7][CH2:25][CH3:26])=[O:6] |f:2.3|. Reactants: FC=1C=C(C(=O)O)C=CC1OC(F)(F)F (3-fluoro-4-(trifluoromethoxy)benzoic acid), S(=O)(Cl)Cl (thionyl chloride), C(C)O (ethanol), C([O-])(O)=O.[Na+] (sodium bicarbonate). Reactants: BrC1=C(C(=O)OC)C=CC(=C1)CN1S(CCC1)(=O)=O (methyl 2-bromo-4-(1,1-dioxo-1λ6-isothiazolidin-2-ylmethyl)benzoate), CC=1C(=NC=C(C1)C)N1CCNCC1 (1-(3,5-dimethylpyridin-2-yl)piperazine). Product: BrC1=C(C=CC(=C1)CN1S(CCC1)(=O)=O)C(=O)N1CCN(CC1)C1=NC=C(C=C1C)C ([2-bromo-4-(1,1-dioxo-1λ6-isothiazolidin-2-ylmethyl)phenyl][4-(3,5-dimethylpyridin-2-yl)piperazin-1-yl]methanone). Isolated yield 84.6%. Reaction SMILES: [Br:1][C:2]1[CH:11]=[C:10]([CH2:12][N:13]2[CH2:17][CH2:16][CH2:15][S:14]2(=[O:19])=[O:18])[CH:9]=[CH:8][C:3]=1[C:4]([O:6]C)=O.[CH3:20][C:21]1[C:22]([N:28]2[CH2:33][CH2:32][NH:31][CH2:30][CH2:29]2)=[N:23][CH:24]=[C:25]([CH3:27])[CH:26]=1>>[Br:1][C:2]1[CH:11]=[C:10]([CH2:12][N:13]2[CH2:17][CH2:16][CH2:15][S:14]2(=[O:19])=[O:18])[CH:9]=[CH:8][C:3]=1[C:4]([N:31]1[CH2:32][CH2:33][N:28]([C:22]2[C:21]([CH3:20])=[CH:26][C:25]([CH3:27])=[CH:24][N:23]=2)[CH2:29][CH2:30]1)=[O:6]. Reported procedure: Using methyl 2-bromo-4-(1,1-dioxo-1λ6-isothiazolidin-2-ylmethyl)benzoate (312 mg) described in Preparation Example 177 and 1-(3,5-dimethylpyridin-2-yl)piperazine (171 mg) described in Preparation Example 79 and by the reaction and treatment in the same manner as in Example 109, the title compound (384 mg) was obtained. Starting materials: NCC1=C(C(=CC(=C1)C(C)(C)C)I)O (2-aminomethyl-4-(1,1-dimethylethyl)-6-iodophenol), S1CCC(CC1)=O (tetrahydrothiopyran-4-one). Solvent: C1=CC=CC=C1 (benzene). The product is CC(C)(C)C=1C=C(C2=C(CNC3(CCSCC3)O2)C1)I (3,4-dihydro-6-(1,1-dimethylethyl)-8-iodospiro-[2H-1,3-benzoxazine-2,4'-tetrahydrothiopyran]). The yield is 62.0%. As a reaction SMILES: [NH2:1][CH2:2][C:3]1[CH:8]=[C:7]([C:9]([CH3:12])([CH3:11])[CH3:10])[CH:6]=[C:5]([I:13])[C:4]=1[OH:14].[S:15]1[CH2:20][CH2:19][C:18](=O)[CH2:17][CH2:16]1>C1C=CC=CC=1>[CH3:12][C:9]([C:7]1[CH:6]=[C:5]([I:13])[C:4]2[O:14][C:18]3([CH2:19][CH2:20][S:15][CH2:16][CH2:17]3)[NH:1][CH2:2][C:3]=2[CH:8]=1)([CH3:11])[CH3:10]. Procedure: A mixture of 2-aminomethyl-4-(1,1-dimethylethyl)-6-iodophenol (3.0 g., 0.01 mole), tetrahydrothiopyran-4-one (1.18 g., 0.01 mole), and benzene (100 ml.), is refluxed under a Dean-Stark trap for 4 hr. The solvent is evaporated, and the residue is crystallized from ethanol to obtain 3,4-dihydro-6-(1,1-dimethylethyl)-8-iodospiro-[2H-1,3-benzoxazine-2,4'-tetrahydrothiopyran], (2.5 g.), m.p. 123°-124° C. The reactants are CO, C=C1C(=O)OC2C=C(C)CCC=C(C(=O)O)CCC12, O=S(=O)(O)O. Yields the product C=C1C(=O)OC2C=C(C)CCC=C(C(=O)OC)CCC12. RXN SMILES: [CH3:25][OH:26].[CH3:6][C:7]1=[CH:21][CH:15]2[CH:14]([CH2:13][CH2:12][C:11]([C:22](=[O:23])[OH:24])=[CH:10][CH2:9][CH2:8]1)[C:18](=[CH2:19])[C:17](=[O:20])[O:16]2.[S:1](=[O:2])(=[O:3])([OH:4])[OH:5]>>[CH3:6][C:7]1=[CH:21][CH:15]2[CH:14]([CH2:13][CH2:12][C:11]([C:22](=[O:23])[O:24][CH3:25])=[CH:10][CH2:9][CH2:8]1)[C:18](=[CH2:19])[C:17](=[O:20])[O:16]2. Reactants: BrCC1=CC2=CC=CC=C2C=C1 (2-(bromomethyl)naphthalene), ClC=1N=CNC1Cl (4,5-dichloroimidazole), [OH-].[K+] (Potassium hydroxide), BrCC(=O)O (2-bromoacetic acid), Br (HBr). Solvent: C(C)#N (acetonitrile). Product: [Br-].C(=O)(O)CN1C=[N+](C(=C1Cl)Cl)CC1=CC2=CC=CC=C2C=C1 (1-(carboxymethyl)-4,5-dichloro-3-(naphthalen-2-ylmethyl)-1H-imidazol-3-ium bromide). Reaction SMILES: [Cl:1][C:2]1[N:3]=[CH:4][NH:5][C:6]=1[Cl:7].[OH-].[K+].[Br:10][CH2:11][C:12]([OH:14])=[O:13].Br[CH2:16][C:17]1[CH:26]=[CH:25][C:24]2[C:19](=[CH:20][CH:21]=[CH:22][CH:23]=2)[CH:18]=1.Br>C(#N)C>[Br-:10].[C:12]([CH2:11][N:3]1[C:2]([Cl:1])=[C:6]([Cl:7])[N+:5]([CH2:16][C:17]2[CH:26]=[CH:25][C:24]3[C:19](=[CH:20][CH:21]=[CH:22][CH:23]=3)[CH:18]=2)=[CH:4]1)([OH:14])=[O:13] |f:1.2,7.8|. Reported procedure: 4,5-dichloroimidazole (1.00 g, 7.36 mmol) was dissolved in acetonitrile. Potassium hydroxide (0.828 g, 14.72 mmol) was added to the solution and allowed to reflux for 30 min. 1 equivalent of 2-bromoacetic acid (2.15 g, 15.46 mmol) was added to the solution and refluxed for 2.5 h. Solution was filtered to remove the KBr precipitate and placed back onto reflux. An equivalent of 2-(bromomethyl)naphthalene (1.63 g, 7.36 mmol) was added to solution and refluxed for 2.5 h. The solution was neutralized... Starting materials: CCc1sc(Br)nc1C(=O)O, Cc1c(-c2ccccc2)n[nH]c1-c1ccccc1, CN(C)C1CCCCC1N, I[Cu]I, [K+], [K+], [K+], O, O=P([O-])([O-])[O-], Cc1cc(C)cc(C)c1. Yields the product CCc1sc(-n2nc(-c3ccccc3)c(C)c2-c2ccccc2)nc1C(=O)O. RXN SMILES: [CH2:46]([CH3:47])[c:48]1[c:49]([C:54](=[O:55])[OH:56])[n:50][c:51]([Br:53])[s:52]1.[CH3:10][c:11]1[c:12](-[c:22]2[cH:23][cH:24][cH:25][cH:26][cH:27]2)[n:13][nH:14][c:15]1-[c:16]1[cH:17][cH:18][cH:19][cH:20][cH:21]1.[CH3:36][N:37]([CH3:38])[CH:39]1[CH2:40][CH2:41][CH2:42][CH2:43][CH:44]1[NH2:45].[Cu:57]([I:58])[I:59].[K+:33].[K+:34].[K+:35].[OH2:60].[P:28]([O-:29])([O-:30])([O-:31])=[O:32].[c:1]1([CH3:2])[cH:3][c:4]([CH3:5])[cH:6][c:7]([CH3:8])[cH:9]1>>[CH3:10][c:11]1[c:12](-[c:22]2[cH:23][cH:24][cH:25][cH:26][cH:27]2)[n:13](-[c:51]2[n:50][c:49]([C:54](=[O:55])[OH:56])[c:48]([CH2:46][CH3:47])[s:52]2)[n:14][c:15]1-[c:16]1[cH:17][cH:18][cH:19][cH:20][cH:21]1. Starting materials: COCCCOc1cc(C(=O)N(CC2CN(C(=O)OC(C)(C)C)CC2CO)C(C)C)ccc1OC, C, ClCCl, O=S(=O)(Cl)Cl. Product: COCCCOc1cc(C(=O)N(CC2CN(C(=O)OC(C)(C)C)CC2COS(C)(=O)=O)C(C)C)ccc1OC. RXN SMILES: [C:1]([CH3:2])([CH3:3])([CH3:4])[O:5][C:6](=[O:7])[N:8]1[CH2:9][CH:10]([CH2:34][OH:35])[CH:11]([CH2:13][N:14]([C:15]([c:16]2[cH:17][c:18]([O:24][CH2:25][CH2:26][CH2:27][O:28][CH3:29])[c:19]([O:22][CH3:23])[cH:20][cH:21]2)=[O:30])[CH:31]([CH3:32])[CH3:33])[CH2:12]1.[CH4:41].[Cl:42][CH2:43][Cl:44].[S:36](=[O:37])(=[O:38])([Cl:39])[Cl:40]>>[C:1]([CH3:2])([CH3:3])([CH3:4])[O:5][C:6](=[O:7])[N:8]1[CH2:9][CH:10]([CH2:34][O:35][S:36](=[O:37])(=[O:38])[CH3:41])[CH:11]([CH2:13][N:14]([C:15]([c:16]2[cH:17][c:18]([O:24][CH2:25][CH2:26][CH2:27][O:28][CH3:29])[c:19]([O:22][CH3:23])[cH:20][cH:21]2)=[O:30])[CH:31]([CH3:32])[CH3:33])[CH2:12]1. Reactants: NCCCN1CCN(CC1)C (1-(3-Aminopropyl)-4-methylpiperazine), S1C2=C(C=C1C1=NC(=NC=C1)Cl)C=CC=C2 (4-(benzo[b]thiophen-2-yl)-2-chloro-pyrimidine), resultant mixture. Solvent: O1CCOCC1 (1,4-dioxane). The product is Cl.Cl.Cl.S1C2=C(C=C1C1=NC(=NC=C1)NCCCN1CCN(CC1)C)C=CC=C2 ([4-(Benzo[b]thiophen-2-yl)-pyrimidin-2-yl]-[3-(4-methylpiperazin-1-yl)-propyl]-amine tri-hydrochloride). Isolated yield 213.5%. Reaction SMILES: [NH2:1][CH2:2][CH2:3][CH2:4][N:5]1[CH2:10][CH2:9][N:8]([CH3:11])[CH2:7][CH2:6]1.[S:12]1[C:16]([C:17]2[CH:22]=[CH:21][N:20]=[C:19]([Cl:23])[N:18]=2)=[CH:15][C:14]2[CH:24]=[CH:25][CH:26]=[CH:27][C:13]1=2>O1CCOCC1>[ClH:23].[ClH:23].[ClH:23].[S:12]1[C:16]([C:17]2[CH:22]=[CH:21][N:20]=[C:19]([NH:1][CH2:2][CH2:3][CH2:4][N:5]3[CH2:6][CH2:7][N:8]([CH3:11])[CH2:9][CH2:10]3)[N:18]=2)=[CH:15][C:14]2[CH:24]=[CH:25][CH:26]=[CH:27][C:13]1=2 |f:3.4.5.6|. Procedure details: 1-(3-Aminopropyl)-4-methylpiperazine (3.02 g, 19.2 mmol) is added to a stirred suspension of 4-(benzo[b]thiophen-2-yl)-2-chloro-pyrimidine (2.06 g, 8.34 mmol) in anhydrous 1,4-dioxane (25 mL) at ambient temperature under nitrogen. The resultant mixture is heated in an oil bath at 95° C. for 28 hours. At ambient temperature the mixture is concentrated and subject to chromatographic purification on silica gel, eluting with 2 M NH3/CH3OH in dichloromethane 0-6%, to give the free base of the title c...